This data is from the Open Reaction Database (ORD), a public repository of structured organic reaction records. The task is: describe an organic reaction: reactants, conditions, products, and yield The reactants are CC1(COB(OC1)C=1C=C(C=CC1)C1=NN(C=N1)C)C (3-[3-(5,5-dimethyl-[1,3,2]dioxaborinan-2-yl)phenyl]-1-methyl-1H-[1,2,4]triazole), BrC1=CN=C2N1N=CC(=N2)C(F)(F)F (7-bromo-3-trifluoromethylimidazo[1,2-b][1,2,4]triazine), C(=O)([O-])[O-].[Na+].[Na+] (Na2CO3). Reagents/catalysts: C=1C=CC(=CC1)[P](C=2C=CC=CC2)(C=3C=CC=CC3)[Pd]([P](C=4C=CC=CC4)(C=5C=CC=CC5)C=6C=CC=CC6)([P](C=7C=CC=CC7)(C=8C=CC=CC8)C=9C=CC=CC9)[P](C=1C=CC=CC1)(C=1C=CC=CC1)C=1C=CC=CC1 (tetrakis(triphenylphosphine)palladium(0)). The solvent is COCCOC (1,2-dimethoxyethane). Product: CN1N=C(N=C1)C=1C=C(C=CC1)C=1C(=NC=2N(N1)C=CN2)C(F)(F)F (3-(1-Methyl-1H-[1,2,4]triazol-3-yl)phenyl-3-trifluoromethylimidazo[1,2-b][1,2,4]triazine). Yield: 57.9%. As a reaction SMILES: CC1(C)COB([C:8]2[CH:9]=[C:10]([C:14]3[N:18]=[CH:17][N:16]([CH3:19])[N:15]=3)[CH:11]=[CH:12][CH:13]=2)OC1.Br[C:22]1[N:26]2[N:27]=[CH:28][C:29]([C:31]([F:34])([F:33])[F:32])=[N:30][C:25]2=[N:24][CH:23]=1.C([O-])([O-])=O.[Na+].[Na+]>COCCOC.C1C=CC([P]([Pd]([P](C2C=CC=CC=2)(C2C=CC=CC=2)C2C=CC=CC=2)([P](C2C=CC=CC=2)(C2C=CC=CC=2)C2C=CC=CC=2)[P](C2C=CC=CC=2)(C2C=CC=CC=2)C2C=CC=CC=2)(C2C=CC=CC=2)C2C=CC=CC=2)=CC=1>[CH3:19][N:16]1[CH:17]=[N:18][C:14]([C:10]2[CH:9]=[C:8]([C:28]3[C:29]([C:31]([F:33])([F:34])[F:32])=[N:30][C:25]4[N:26]([CH:22]=[CH:23][N:24]=4)[N:27]=3)[CH:13]=[CH:12][CH:11]=2)=[N:15]1 |f:2.3.4,^1:50,52,71,90|. Procedure details: This reaction was carried out as described in Example 37, step e, using 3-[3-(5,5-dimethyl-[1,3,2]dioxaborinan-2-yl)phenyl]-1-methyl-1H-[1,2,4]triazole (515 mg, 1.9 mmol), 7-bromo-3-trifluoromethylimidazo[1,2-b][1,2,4]triazine (0.461 g, 1.73 mmol), 2 M Na2CO3 (1.9 ml) and tetrakis(triphenylphosphine)palladium(0) (0.1 g) in 1,2-dimethoxyethane (4 ml). The crude residue was purified by flash chromatography (silica gel, 5% MeOH/CH2Cl2) and triturated with Et2O to yield the title compound (346 mg, 5... Starting materials: Cl (hydrogen chloride), COC1=CC(=NC=C1)C=1C=C(C=CC1)NC(=S)N (N-(3-(4-methoxypyridin-2-yl)phenyl)thiourea), CN(C=O)C (N,N-dimethylformamide), C(C)(=O)OCC (Ethyl acetate). Run in O1CCOCC1 (1,4-dioxane), ICCC (iodopropane). Reaction conditions: temperature 50 celsius, time 2 hour. The product is Cl.Cl.COC1=CC(=NC=C1)C=1C=C(C=CC1)NC(SCCC)=N (N-(3-(4-methoxypyridin-2-yl)phenyl)-S-propylisothiourea dihydrochloride). RXN SMILES: [CH3:1][O:2][C:3]1[CH:8]=[CH:7][N:6]=[C:5]([C:9]2[CH:10]=[C:11]([NH:15][C:16]([NH2:18])=[S:17])[CH:12]=[CH:13][CH:14]=2)[CH:4]=1.[ClH:19].C(O[CH2:24][CH3:25])(=O)C.[CH3:26]N(C)C=O>O1CCOCC1.ICCC>[ClH:19].[ClH:19].[CH3:1][O:2][C:3]1[CH:8]=[CH:7][N:6]=[C:5]([C:9]2[CH:10]=[C:11]([NH:15][C:16](=[NH:18])[S:17][CH2:26][CH2:24][CH3:25])[CH:12]=[CH:13][CH:14]=2)[CH:4]=1 |f:6.7.8|. Procedure details: To a suspension of N-(3-(4-methoxypyridin-2-yl)phenyl)thiourea (104 mg) in N,N-dimethylformamide (2 ml) were added a solution of hydrogen chloride in 1,4-dioxane (4N, 0.2 ml) and iodopropane (0.195 ml), and the mixture was stirred at 50° C. for 2 hours. Ethyl acetate (100 ml) was added to the mixture, and the mixture was cooled. The precipitate was collected by filtration. The precipitate was dissolved in water, and to the solution was added a saturated aqueous sodium hydrogencarbonate solution ... Reactants: C(C1=CC=CC=C1)OC(=O)N1CCC(=CC1)C=1C(=NC=CC1)F (1-benzyloxycarbonyl-4-(2-fluoropyrid-3-yl)-1,2,3,6-tetrahydropyridine), [H][H] (hydrogen). Reagents/catalysts: [Pt]=O (platinum oxide). Run in C(C)O (ethanol). Yields the product C(C1=CC=CC=C1)OC(=O)N1CCC(CC1)C=1C(=NC=CC1)F (1-Benzyloxycarbonyl-4-(2-fluoropyrid-3-yl)piperidine). Yield: 97.4%. As a reaction SMILES: [CH2:1]([O:8][C:9]([N:11]1[CH2:16][CH:15]=[C:14]([C:17]2[C:18]([F:23])=[N:19][CH:20]=[CH:21][CH:22]=2)[CH2:13][CH2:12]1)=[O:10])[C:2]1[CH:7]=[CH:6][CH:5]=[CH:4][CH:3]=1.[H][H]>C(O)C.[Pt]=O>[CH2:1]([O:8][C:9]([N:11]1[CH2:12][CH2:13][CH:14]([C:17]2[C:18]([F:23])=[N:19][CH:20]=[CH:21][CH:22]=2)[CH2:15][CH2:16]1)=[O:10])[C:2]1[CH:3]=[CH:4][CH:5]=[CH:6][CH:7]=1. Reported procedure: A solution of 1-benzyloxycarbonyl-4-(2-fluoropyrid-3-yl)-1,2,3,6-tetrahydropyridine (2.04 g) in 50 mL of ethanol was treated with platinum oxide (0.22 g) and the mixture was hydrogenated (3.4 bar hydrogen pressure) for 16 hours. At the end of this period, the reaction mixture was filtered through a pad of diatomaceous earth and the filtrate was evaporated to afford the named material as a white solid (2.0 g); MS: 315; NMR: 1.6 (br, 2), 1.8-1.9 (d, J=14, 2), 2.8-3.1 (m, 3), 4.3 (b, 2), 5.1 (s, 2)... Reactants: [B] (Boron), NC1=NC(=CC2=CC(=CC=C12)OC)C (1-amino-6-methoxy-3-methylisoquinoline). Run in ClCCl (dichloromethane), ClCCl (dichloromethane). Run at time 16 hour. The product is NC1=NC(=CC2=CC(=CC=C12)O)C (1-Amino-6-hydroxy-3-methyl-isoquinoline). The yield is 86.4%. As a reaction SMILES: [B].[NH2:2][C:3]1[C:12]2[C:7](=[CH:8][C:9]([O:13]C)=[CH:10][CH:11]=2)[CH:6]=[C:5]([CH3:15])[N:4]=1>ClCCl>[NH2:2][C:3]1[C:12]2[C:7](=[CH:8][C:9]([OH:13])=[CH:10][CH:11]=2)[CH:6]=[C:5]([CH3:15])[N:4]=1. Reported procedure: Boron tribomide (4 mL) in 6 mL of dichloromethane was added dropwise to a stirred solution of 1-amino-6-methoxy-3-methylisoquinoline (2 g) in 10 mL of dichloromethane at 0° C. After stirring for 16 hours at ambient temperature the reaction mixture was poured on ice, the organic layer removed and the pH of the aqueous layer adjusted to pH 9 by adding concentrated aqueous ammonia. The precipitated material was collected by filtration and dried in vacuo to give 1.6 g of the title compound. ESI-MS: ... Reactants: O=C([O-])O, CCOC(=O)C1=C(c2cc(OC)ccc2OC)CCC1, CO, [Na+], O=[Pt]. Yields the product CCOC(=O)C1CCCC1c1cc(OC)ccc1OC. As a reaction SMILES: [C:23](=[O:24])([OH:25])[O-:26].[CH2:1]([CH3:2])[O:3][C:4](=[O:5])[C:6]1=[C:7]([c:11]2[c:12]([O:19][CH3:20])[cH:13][cH:14][c:15]([O:17][CH3:18])[cH:16]2)[CH2:8][CH2:9][CH2:10]1.[CH3:21][OH:22].[Na+:27].[Pt:28]=[O:29]>>[CH2:1]([CH3:2])[O:3][C:4](=[O:5])[CH:6]1[CH:7]([c:11]2[c:12]([O:19][CH3:20])[cH:13][cH:14][c:15]([O:17][CH3:18])[cH:16]2)[CH2:8][CH2:9][CH2:10]1. Reactants: C(C1=CC=CC=C1)OC(=O)N1CCC(CC1)C(NCCOC)=O (1-Benzyloxycarbonyl-4-[N-(2-methoxyethyl)carbamoyl]piperidine), COCCN (2-methoxyethylamine), C1(=CC=CC=C1)C (toluene), C(C1=CC=CC=C1)OC(=O)N1CCC(CC1)C(=O)Cl (1-benzyloxycarbonylpiperidine-4-carboxylic acid chloride). Reagents/catalysts: [Pd] (palladium on charcoal). Solvent: C(C)O (ethanol). The product is COCCNC(=O)C1CCNCC1 (4-[N-(2-methoxyethyl)carbamoyl]piperidine). As a reaction SMILES: C(OC([N:11]1[CH2:16][CH2:15][CH:14]([C:17](=[O:23])[NH:18][CH2:19][CH2:20][O:21][CH3:22])[CH2:13][CH2:12]1)=O)C1C=CC=CC=1.C1(C)C=CC=CC=1.C(OC(N1CCC(C(Cl)=O)CC1)=O)C1C=CC=CC=1.COCCN>C(O)C.[Pd]>[CH3:22][O:21][CH2:20][CH2:19][NH:18][C:17]([CH:14]1[CH2:15][CH2:16][NH:11][CH2:12][CH2:13]1)=[O:23]. Procedure: 1-Benzyloxycarbonyl-4-[N-(2-methoxyethyl)carbamoyl]piperidine [5.76 g, m.p. 85°-86°, Analysis %: C, 63.9; H, 7.5; N, 8.4; Calculated: C, 63.7; H, 7.6; N, 8.8; prepared similarly to Preparation C but using toluene in place of chloroform and starting from 1-benzyloxycarbonylpiperidine-4-carboxylic acid chloride and 2-methoxyethylamine] in ethanol (75 ml) was hydrogenated over 5% palladium on charcoal at 50 p.s.i./50°. The catalyst was removed by filtration, and the filtrate evaporated to give 4-[N... Product: O=C(NC1CCC(C(F)(F)F)CC1)c1ccc(Cl)nc1OCCF. Reaction SMILES: [CH2:32]1[O:33][CH2:34][CH2:35][CH2:36]1.[CH3:5][C:6]([CH3:7])([O-:8])[CH3:9].[Cl:11][c:12]1[c:13]([C:14](=[O:15])[NH:16][CH:17]2[CH2:18][CH2:19][CH:20]([C:23]([F:24])([F:25])[F:26])[CH2:21][CH2:22]2)[cH:27][cH:28][c:29]([Cl:31])[n:30]1.[F:1][CH2:2][CH2:3][OH:4].[K+:10].[OH2:37]>>[F:1][CH2:2][CH2:3][O:4][c:12]1[c:13]([C:14](=[O:15])[NH:16][CH:17]2[CH2:18][CH2:19][CH:20]([C:23]([F:24])([F:25])[F:26])[CH2:21][CH2:22]2)[cH:27][cH:28][c:29]([Cl:31])[n:30]1. Starting materials: C1CCOC1, CC(C)(C)[O-], O=C(NC1CCC(C(F)(F)F)CC1)c1ccc(Cl)nc1Cl, OCCF, [K+], O. The reactants are O=C([O-])[O-], O=c1cc(-c2ccc(O)cc2)oc2cc3c(c(O)c12)OCO3, COS(=O)(=O)OC, CC(C)=O, CCOC(C)=O, [K+], [K+]. The product is COc1ccc(-c2cc(=O)c3c(O)c4c(cc3o2)OCO4)cc1. Reaction SMILES: [C:30](=[O:31])([O-:32])[O-:33].[CH2:1]1[O:2][c:3]2[c:4]([OH:22])[c:5]3[c:6](=[O:21])[cH:7][c:8](-[c:14]4[cH:15][cH:16][c:17]([OH:20])[cH:18][cH:19]4)[o:9][c:10]3[cH:11][c:12]2[O:13]1.[CH3:23][O:24][S:25]([O:26][CH3:27])(=[O:28])=[O:29].[CH3:36][C:37](=[O:38])[CH3:39].[CH3:40][CH2:41][O:42][C:43](=[O:44])[CH3:45].[K+:34].[K+:35]>>[CH2:1]1[O:2][c:3]2[c:4]([OH:22])[c:5]3[c:6](=[O:21])[cH:7][c:8](-[c:14]4[cH:15][cH:16][c:17]([O:20][CH3:23])[cH:18][cH:19]4)[o:9][c:10]3[cH:11][c:12]2[O:13]1.